Task: describe an organic reaction: reactants, conditions, products, and yield. Dataset: the Open Reaction Database (ORD), a public repository of structured organic reaction records Starting materials: N1(CCCCC1)CC(=O)O ((Piperidine-1-yl)-acetic acid), ON1C(CCC1=O)=O (N-hydroxysuccinimide), C1(CCCCC1)N=C=NC1CCCCC1 (dicylohexyl-carbodiimide). The solvent is C(Cl)Cl (CH2Cl2). Run at time 16 hour. Product: O=C1N(C(CC1)=O)OC(CN1CCCCC1)=O ((Piperidine-1-yl)-acetic acid-(2,5-dioxo-pyrrolidine-1-yl)-ester). As a reaction SMILES: [N:1]1([CH2:7][C:8]([OH:10])=[O:9])[CH2:6][CH2:5][CH2:4][CH2:3][CH2:2]1.O[N:12]1[C:16](=[O:17])[CH2:15][CH2:14][C:13]1=[O:18].C1(N=C=NC2CCCCC2)CCCCC1>C(Cl)Cl>[O:18]=[C:13]1[CH2:14][CH2:15][C:16](=[O:17])[N:12]1[O:9][C:8](=[O:10])[CH2:7][N:1]1[CH2:6][CH2:5][CH2:4][CH2:3][CH2:2]1. Procedure details: 6 g (42 mMol) (piperidine-1-yl)-acetic acid 10 was added to 4.83 g (42 mMol) N-hydroxysuccinimide and 9.53 g (46.2 mMol) dicylohexyl-carbodiimide in 100 ml CH2Cl2. The reaction mixture was stirred for 16 h at RT. The residue was filtered and the filtrate was evaporated in vacuum to dryness. The residue was then dissolved in diethylether and the solution was filtered off. The filtrate was reduced once again and the residue was dissolved in Diisopropylether. After filtration of the solution and ev... Starting materials: NC(C(=O)OCC)CCC1=C(C=CC=C1)N (ethyl 2-amino-4-(2-aminophenyl)butyrate), C[O-].[Na+] (sodium methoxide). The solvent is CO (methanol), CO (methanol). The product is NC1C(NC2=C(CC1)C=CC=C2)=O (3-amino-2,3,4,5-tetrahydro-1H-[1]benzazepin-2-one). Reaction SMILES: [NH2:1][CH:2]([CH2:8][CH2:9][C:10]1[CH:15]=[CH:14][CH:13]=[CH:12][C:11]=1[NH2:16])[C:3](OCC)=[O:4].C[O-].[Na+]>CO>[NH2:1][CH:2]1[CH2:8][CH2:9][C:10]2[CH:15]=[CH:14][CH:13]=[CH:12][C:11]=2[NH:16][C:3]1=[O:4] |f:1.2|. Reported procedure: A solution of ethyl 2-amino-4-(2-aminophenyl)butyrate (35.0 g) in methanol (100 ml) was added to a solution of sodium methoxide in methanol [prepared from sodium (1.0 g) and methanol (400 ml)] with stirring, under a nitrogen atmosphere. The reaction mixture was refluxed for 65 hours and evaporated under reduced pressure. The residue was distributed between water (100 ml) and dichloromethane (400 ml). The aqueous solution was extracted with dichloromethane (400 ml), and the combined organic solut... The reactants are FCC(C(=O)[O-])O.C1(=CC=CC=C1)C(C)[NH3+] (1-phenylethanaminium 3-fluoro-2-hydroxypropanoate), C(C1=CC=CC=C1)Br (benzyl bromide). Run in CCOC(=O)C (EtOAc), CN(C)C=O (DMF). Conditions: time 8 hour. Yields the product FCC(C(=O)OCC1=CC=CC=C1)O (benzyl 3-fluoro-2-hydroxypropanoate). As a reaction SMILES: [F:1][CH2:2][CH:3]([OH:7])[C:4]([O-:6])=[O:5].[C:8]1([CH:14]([NH3+])C)[CH:13]=[CH:12][CH:11]=[CH:10][CH:9]=1.C(Br)C1C=CC=CC=1>CN(C=O)C.CCOC(C)=O>[F:1][CH2:2][CH:3]([OH:7])[C:4]([O:6][CH2:14][C:8]1[CH:13]=[CH:12][CH:11]=[CH:10][CH:9]=1)=[O:5] |f:0.1|. Reported procedure: To a solution of 1-phenylethanaminium 3-fluoro-2-hydroxypropanoate (11-1) (0.14 g, 0.61 mmol) in DMF (1 mL) was added benzyl bromide (0.087 mL, 0.73 mmol). The mixture was stirred at room temperature overnight, diluted with EtOAc, washed with water and brine, dried over sodium sulfate, filtered, and concentrated. The residue was purified by silica gel chromatography (0-50% EtOAc/hexanes) to provide 11-2. HRMS: 198.0688 found, 198.0692 required (M+). Starting materials: ClC1=NC=2N(C(N(C(C2N1)=O)CCCC(=O)OCC)=O)CCCCC (ethyl 4-(8-chloro-2,6-dioxo-3-pentyl-2,3,6,7-tetrahydro-1H-purin-1-yl)butanoate), ONC(CC1=CSC=C1)=N (N-hydroxy-2-(3-thienyl)ethanimidamide), solution, CC[O-].[Na+] (NaOEt). Solvent: CCO (EtOH), CCO (EtOH). Run at temperature 140 celsius. Product: ClC1=NC=2N(C(N(C(C2N1)=O)CCCC1=NC(=NO1)CC1=CSC=C1)=O)CCCCC (8-Chloro-3-pentyl-1-{3-[3-(3-thienylmethyl)-1,2,4-oxadiazol-5-yl]propyl}-3,7-dihydro-1H-purine-2,6-dione). The yield is 30.7%. As a reaction SMILES: [Cl:1][C:2]1[NH:10][C:9]2[C:8](=[O:11])[N:7]([CH2:12][CH2:13][CH2:14][C:15]([O:17]CC)=O)[C:6](=[O:20])[N:5]([CH2:21][CH2:22][CH2:23][CH2:24][CH3:25])[C:4]=2[N:3]=1.O[NH:27][C:28](=[NH:35])[CH2:29][C:30]1[CH:34]=[CH:33][S:32][CH:31]=1.CC[O-].[Na+]>CCO>[Cl:1][C:2]1[NH:10][C:9]2[C:8](=[O:11])[N:7]([CH2:12][CH2:13][CH2:14][C:15]3[O:17][N:35]=[C:28]([CH2:29][C:30]4[CH:34]=[CH:33][S:32][CH:31]=4)[N:27]=3)[C:6](=[O:20])[N:5]([CH2:21][CH2:22][CH2:23][CH2:24][CH3:25])[C:4]=2[N:3]=1 |f:2.3|. Procedure details: A mixture of ethyl 4-(8-chloro-2,6-dioxo-3-pentyl-2,3,6,7-tetrahydro-1H-purin-1-yl)butanoate (70 mg, 0.19 mmol), N-hydroxy-2-(3-thienyl)ethanimidamide (36 mg, 0.23 mmol), 21% solution of NaOEt in EtOH (78 μl, 0.21 mmol) and EtOH (1.5 ml) was heated in the microwave at 140° C. for 10 min. After cooling the reaction was partitioned between 2M HCl (aq) and EtOAc. The organic layer was separated and the aqueous layer extracted again with EtOAc. The combined extracts were concentrated and purified by...